This data is from the Open Reaction Database (ORD), a public repository of structured organic reaction records. The task is: describe an organic reaction: reactants, conditions, products, and yield Starting materials: CN, CCO, CN(C)C=O, CCOC(C)=O, ClCCl, O=C(O)Cc1cccc(C(F)(F)F)c1, O[SH]1C=Nc2ccccc21. Product: CNC(=O)Cc1cccc(C(F)(F)F)c1. Reaction SMILES: [CH3:25][NH2:26].[CH3:27][CH2:28][OH:29].[CH3:33][N:34]([CH3:35])[CH:36]=[O:37].[CH3:38][CH2:39][O:40][C:41](=[O:42])[CH3:43].[Cl:30][CH2:31][Cl:32].[F:1][C:2]([c:3]1[cH:4][c:5]([CH2:9][C:10](=[O:11])[OH:12])[cH:6][cH:7][cH:8]1)([F:13])[F:14].[OH:15][SH:16]1[CH:17]=[N:18][c:24]2[c:19]1[cH:20][cH:21][cH:22][cH:23]2>>[F:1][C:2]([c:3]1[cH:4][c:5]([CH2:9][C:10](=[O:11])[NH:18][CH3:17])[cH:6][cH:7][cH:8]1)([F:13])[F:14]. Reactants: NC1=NC=C(C=C1)[N+](=O)[O-] (2-amino-5-nitropyridine), NC1=NC=C(C=C1)C#N (2-amino-5-cyanopyridine), NC1=NC=C(C=C1)C(F)(F)F (2-amino-5-trifluoromethylpyridine), ClCl (chlorine). The product is ClNC1=NC=C(C=C1)C(F)(F)F (2-chloroamino-5-trifluoromethylpyridine), ClNC1=NC=C(C=C1)[N+](=O)[O-] (2-chloroamino-5-nitropyridine), ClNC1=NC=C(C=C1)C#N (2-chloroamino-5-cyanopyridine). Reaction SMILES: [NH2:1][C:2]1[CH:7]=[CH:6][C:5]([C:8]([F:11])([F:10])[F:9])=[CH:4][N:3]=1.[NH2:12][C:13]1[CH:18]=[CH:17][C:16]([N+:19]([O-:21])=[O:20])=[CH:15][N:14]=1.[NH2:22][C:23]1[CH:28]=[CH:27][C:26]([C:29]#[N:30])=[CH:25][N:24]=1.[Cl:31]Cl>>[Cl:31][NH:1][C:2]1[CH:7]=[CH:6][C:5]([C:8]([F:9])([F:11])[F:10])=[CH:4][N:3]=1.[Cl:31][NH:12][C:13]1[CH:18]=[CH:17][C:16]([N+:19]([O-:21])=[O:20])=[CH:15][N:14]=1.[Cl:31][NH:22][C:23]1[CH:28]=[CH:27][C:26]([C:29]#[N:30])=[CH:25][N:24]=1. Reported procedure: The method according to claim 1, wherein 2-amino-5-trifluoromethylpyridine, 2-amino-5-nitropyridine or 2-amino-5-cyanopyridine is reacted with chlorine to form 2-chloroamino-5-trifluoromethylpyridine, 2-chloroamino-5-nitropyridine or 2-chloroamino-5-cyanopyridine, respectively, which is then subjected to a rearrangement reaction in the presence of at least one carboxylic acid selected from the group consisting of formic acid, acetic acid and propionic acid, to obtain 2-amino-3-chloro-5-trifluoro... Starting materials: C(C(C)(C)C)(=O)Cl (pivaloyl chloride), NC=1C=C(C=CC1)O (3-amino-phenol), Cl (HCl). Run in C1(=CC=CC=C1)C (toluene), [OH-].[Na+] (NaOH). Conditions: temperature 25 celsius, time 15 hour. Product: OC=1C=C(C=CC1)NC(C(C)(C)C)=O (N-(3-hydroxy-phenyl)-2,2-dimethyl-propionamide). As a reaction SMILES: [NH2:1][C:2]1[CH:3]=[C:4]([OH:8])[CH:5]=[CH:6][CH:7]=1.[C:9](Cl)(=[O:14])[C:10]([CH3:13])([CH3:12])[CH3:11].Cl>[OH-].[Na+].C1(C)C=CC=CC=1>[OH:8][C:4]1[CH:3]=[C:2]([NH:1][C:9](=[O:14])[C:10]([CH3:13])([CH3:12])[CH3:11])[CH:7]=[CH:6][CH:5]=1 |f:3.4|. Procedure details: To a solution of 3-amino-phenol (60 g, 6.55 mol) in 2 N NaOH (1 l), cooled to 10° C., pivaloyl chloride (68 ml, 0.55 mol) in toluene (200 ml) is added within 1 h. After stirring for 15 h at 25° C., the mixture is cooled to 0° C. and acidified to pH 1 with conc. HCl. Extraction with EtOAc washing with water, 10% NaHCO3, water, and brine, followed by drying (Na2SO4), evaporation of volatiles, and crystallization (EtOAc/hexanes) gives N-(3-hydroxy-phenyl)-2,2-dimethyl-propionamide. N-(3-Hydroxy-phe...